This data is from the Open Reaction Database (ORD), a public repository of structured organic reaction records. The task is: describe an organic reaction: reactants, conditions, products, and yield Reactants: NN (hydrazine), Cl (hydrogen chloride), C(#N)C1CN(CC1=O)C(=O)OC(C)(C)C (tert-butyl 3-cyano-4-oxopyrrolidine-1-carboxylate). Run in C(C)(=O)OCC (ethyl acetate), C([O-])(O)=O.[Na+] (sodium bicarbonate), C(C)O (ethanol). Reaction conditions: time 5 minute. Yields the product NC=1C2=C(NN1)CN(C2)C(=O)OC(C)(C)C (tert-Butyl 3-amino-4,6-dihydropyrrolo[3,4-c]pyrazole-5(1H)-carboxylate). Reaction SMILES: [NH2:1][NH2:2].Cl.[C:4]([CH:6]1[C:10](=O)[CH2:9][N:8]([C:12]([O:14][C:15]([CH3:18])([CH3:17])[CH3:16])=[O:13])[CH2:7]1)#[N:5]>C(O)C.C(OCC)(=O)C.C(=O)(O)[O-].[Na+]>[NH2:5][C:4]1[C:6]2[CH2:7][N:8]([C:12]([O:14][C:15]([CH3:18])([CH3:17])[CH3:16])=[O:13])[CH2:9][C:10]=2[NH:1][N:2]=1 |f:5.6|. Reported procedure: To a solution of anhydrous hydrazine (0.082 mL) in ethanol (6.5 mL) was added hydrogen chloride (1.43 mL, 2N solution in diethyl ether). The reaction mixture was stirred for 5 min, then tert-butyl 3-cyano-4-oxopyrrolidine-1-carboxylate was added and the mixture heated to reflux. After 1 h the mixture was cooled to ambient temperature and diluted with a mixture of ethyl acetate and saturated aqueous sodium bicarbonate solution (1:1, 20 mL). The layers were separated and the aqueous phase extracte... The reactants are C(CCC)(=O)C1C(CC(CC1=O)C1=C(CCCC1(C)C)C)=O (2-butyryl-5-(1,3,3-trimethylcyclohex-1-en-2-yl)-cyclohexane-1,3-dione), [Cl-].C(C=C)O[NH3+] (allyloxyammonium chloride), C(C)(=O)[O-].[Na+] (sodium acetate). Run in C(C)O (ethanol). Product: C(C=C)ONC(CCC)=C1C(CC(CC1=O)C1=C(CCCC1(C)C)C)=O (2-(1-allyloxyaminobutylidene)-5-(1,3,3-trimethylcyclohex-1-en-2-yl)-cyclohexane-1,3-dione). As a reaction SMILES: [C:1]([CH:6]1[C:11](=[O:12])[CH2:10][CH:9]([C:13]2[C:18]([CH3:20])([CH3:19])[CH2:17][CH2:16][CH2:15][C:14]=2[CH3:21])[CH2:8][C:7]1=[O:22])(=O)[CH2:2][CH2:3][CH3:4].[Cl-].[CH2:24]([O:27][NH3+:28])[CH:25]=[CH2:26].C([O-])(=O)C.[Na+]>C(O)C>[CH2:24]([O:27][NH:28][C:1](=[C:6]1[C:7](=[O:22])[CH2:8][CH:9]([C:13]2[C:18]([CH3:20])([CH3:19])[CH2:17][CH2:16][CH2:15][C:14]=2[CH3:21])[CH2:10][C:11]1=[O:12])[CH2:2][CH2:3][CH3:4])[CH:25]=[CH2:26] |f:1.2,3.4|. Reported procedure: 8.0 parts by weight of 2-butyryl-5-(1,3,3-trimethylcyclohex-1-en-2-yl)-cyclohexane-1,3-dione are reacted with 2.9 parts by weight of allyloxyammonium chloride and 2.4 parts by weight of sodium acetate in 100 parts by volume of ethanol and the mixture is worked up, by a procedure similar to that of Example 1. 9.0 parts by weight of 2-(1-allyloxyaminobutylidene)-5-(1,3,3-trimethylcyclohex-1-en-2-yl)-cyclohexane-1,3-dione are obtained as a viscous oil (active ingredient No.2).